Dataset: the Open Reaction Database (ORD), a public repository of structured organic reaction records. Task: describe an organic reaction: reactants, conditions, products, and yield Reported procedure: A mixture of 700 mg (1.78 mmol) of 7-(imidazol-1-yl)-1-isopropyl-3-(4-methoxybenzyl)-1H-pyrimido[4,5-d]pyrimidine-2,4-dione and 1.1 g (5.35 mmol) of 4-(2-diethylaminoethoxy)aniline is heated at 180° C. for 4 hours, then cooled. To the reaction mixture is added 357 mg (3.6 mmol) of succinic anhydride, 1 mL of chloroform, and 3 mL of dimethylformamide. The reaction mixture is heated at 50° C. for 2 hours, cooled, and diluted with chloroform. The mixture is washed with a saturated solution of sodiu... Run in C(Cl)(Cl)Cl (chloroform), C(Cl)(Cl)Cl (chloroform). The reactants are N1(C=NC=C1)C1=NC=C2C(=N1)N(C(N(C2=O)CC2=CC=C(C=C2)OC)=O)C(C)C (7-(imidazol-1-yl)-1-isopropyl-3-(4-methoxybenzyl)-1H-pyrimido[4,5-d]pyrimidine-2,4-dione), C(C)N(CCOC1=CC=C(N)C=C1)CC (4-(2-diethylaminoethoxy)aniline), C1(CCC(=O)O1)=O (succinic anhydride), CN(C=O)C (dimethylformamide). RXN SMILES: [N:1]1([C:6]2[N:11]=[C:10]3[N:12]([CH:27]([CH3:29])[CH3:28])[C:13](=[O:26])[N:14]([CH2:17][C:18]4[CH:23]=[CH:22][C:21]([O:24][CH3:25])=[CH:20][CH:19]=4)[C:15](=[O:16])[C:9]3=[CH:8][N:7]=2)[CH:5]=[CH:4]N=C1.[CH2:30]([N:32]([CH2:43][CH3:44])[CH2:33][CH2:34][O:35][C:36]1[CH:42]=CC(N)=[CH:38][CH:37]=1)[CH3:31].C1(=O)OC(=O)CC1.CN(C)C=O>C(Cl)(Cl)Cl>[CH2:43]([N:32]([CH2:30][CH3:31])[CH2:33][CH2:34][O:35][C:36]1[CH:42]=[CH:4][C:5]([NH:1][C:6]2[N:11]=[C:10]3[N:12]([CH:27]([CH3:28])[CH3:29])[C:13](=[O:26])[N:14]([CH2:17][C:18]4[CH:23]=[CH:22][C:21]([O:24][CH3:25])=[CH:20][CH:19]=4)[C:15](=[O:16])[C:9]3=[CH:8][N:7]=2)=[CH:38][CH:37]=1)[CH3:44]. Yields the product C(C)N(CCOC1=CC=C(C=C1)NC1=NC=C2C(=N1)N(C(N(C2=O)CC2=CC=C(C=C2)OC)=O)C(C)C)CC (7-[4-(2-Diethylaminoethoxy)phenylamino]-1-isopropyl-3-(4-methoxybenzyl)-1H-pyrimido[4,5-d]pyrimidine-2,4-dione). Isolated yield 62.2%. Conditions: temperature 180 celsius. The reactants are N1=CC=C(C=C1)C(C(=O)OCC)(F)F (ethyl pyridin-4-yl-difluoroacetate), N1=CC=C(C=C1)C(C(=O)OCC)(F)F (Ethyl pyridin-4-yl-difluoroacetate), [BH4-].[Na+] (NaBH4). The solvent is C(C)O (ethanol). Run at time 2 hour. Product: FC(CO)(C1=CC=NC=C1)F (2,2-Difluoro-2-(pyridin-4-yl)-ethanol). Isolated yield 17.6%. As a reaction SMILES: [N:1]1[CH:6]=[CH:5][C:4]([C:7]([F:14])([F:13])[C:8](OCC)=[O:9])=[CH:3][CH:2]=1.[BH4-].[Na+]>C(O)C>[F:14][C:7]([F:13])([C:4]1[CH:5]=[CH:6][N:1]=[CH:2][CH:3]=1)[CH2:8][OH:9] |f:1.2|. Procedure details: To a solution of ethyl pyridin-4-yl-difluoroacetate (0.59 g) prepared in (1) in ethanol (10 mL) was added NaBH4 (0.11 g) at 0° C. The reaction mixture was stirred at RT for 2 hr. The solvent was removed under reduced pressure. Water was added to the residue and the mixture was extracted with ethyl acetate. The organic layer was washed with saturated aqueous NaHCO3, and then dried over MgSO4. The solvent was removed under reduced pressure. The residue was purified by silica gel chromatography (De... Starting materials: Cn1nnc(-c2ccc(-c3ccc(N4CC(COS(C)(=O)=O)OC4=O)cc3F)cn2)n1, CNC, CN(C)C=O, Cl. Product: CN(C)CC1CN(c2ccc(-c3ccc(-c4nnn(C)n4)nc3)c(F)c2)C(=O)O1. RXN SMILES: [CH3:1][n:2]1[n:3][c:4](-[c:7]2[n:8][cH:9][c:10](-[c:13]3[c:14]([F:31])[cH:15][c:16]([N:19]4[C:20](=[O:30])[O:21][CH:22]([CH2:24][O:25][S:26]([CH3:27])(=[O:28])=[O:29])[CH2:23]4)[cH:17][cH:18]3)[cH:11][cH:12]2)[n:5][n:6]1.[CH3:33][NH:34][CH3:35].[CH3:36][N:37]([CH3:38])[CH:39]=[O:40].[ClH:32]>>[CH3:1][n:2]1[n:3][c:4](-[c:7]2[n:8][cH:9][c:10](-[c:13]3[c:14]([F:31])[cH:15][c:16]([N:19]4[C:20](=[O:30])[O:21][CH:22]([CH2:24][N:34]([CH3:33])[CH3:35])[CH2:23]4)[cH:17][cH:18]3)[cH:11][cH:12]2)[n:5][n:6]1. Reactants: [OH-].[K+] (potassium hydroxide), formyl, C(=O)N1CCNCC1 (1-formyl piperazine), BrC=1SC=NN1 (2-bromo-1,3,4-thiadiazole). Yields the product S1C(=NN=C1)N1CCNCC1 (1-(1,3,4-thiadiazol-2-yl)-piperazine). Reaction SMILES: [OH-].[K+].[CH:3]([N:5]1[CH2:10][CH2:9][NH:8][CH2:7][CH2:6]1)=O.Br[C:12]1[S:13]C=[N:15][N:16]=1>>[S:13]1[CH:12]=[N:16][N:15]=[C:3]1[N:5]1[CH2:10][CH2:9][NH:8][CH2:7][CH2:6]1 |f:0.1|. Procedure details: The starting 1-(1,3,4-thiadiazol-2-yl)-piperazine was prepared by hydrolyzing with alcoholic potassium hydroxide the crude formyl derivative, itself prepared by condensing 1-formyl piperazine with 2-bromo-1,3,4-thiadiazole melting at 74° C. (Goerdeler and al., Ber 89 1534 (1956)). Run at time 10 minute. As a reaction SMILES: [Cl:1][C:2]1[CH:3]=[C:4]2[C:8](=[CH:9][CH:10]=1)[NH:7][C:6]1[CH2:11][N:12]([CH3:15])[CH2:13][CH2:14][C:5]2=1.N1CCC[C@H]1C(O)=O.[O-]P([O-])([O-])=O.[K+].[K+].[K+].Br[CH:33]=[C:34]([C:36]1[CH:41]=[CH:40][C:39]([Cl:42])=[CH:38][CH:37]=1)[CH3:35]>CN(C=O)C.[Cu]I>[Cl:1][C:2]1[CH:3]=[C:4]2[C:8](=[CH:9][CH:10]=1)[N:7]([CH:33]=[C:34]([C:36]1[CH:41]=[CH:40][C:39]([Cl:42])=[CH:38][CH:37]=1)[CH3:35])[C:6]1[CH2:11][N:12]([CH3:15])[CH2:13][CH2:14][C:5]2=1 |f:2.3.4.5|. Isolated yield 63.6%. Procedure details: 6-chloro-2-methyl-2,3,4,9-tetrahydro-1H-pyrido[3,4-b]indole (79 mg, 0.36 mmol) was dissolved in DMF (5 mL). To this solution was added CuI (6 mg, 0.0362 mmol), L-proline (8 mg, 0.072 mmol), and K3PO4 (154 mg, 0.724 mmol). The reaction mixture was stirred for 10 min at room temperature followed by addition of 1-(1-bromoprop-1-en-2-yl)-4-chlorobenzene (100 mg, 0.434 mmol). The reaction mixture was heated at 80° C. overnight. Solvent was evaporated under reduced pressure, the residue was diluted wi... Reactants: BrC=C(C)C1=CC=C(C=C1)Cl (1-(1-bromoprop-1-en-2-yl)-4-chlorobenzene), ClC=1C=C2C3=C(NC2=CC1)CN(CC3)C (6-chloro-2-methyl-2,3,4,9-tetrahydro-1H-pyrido[3,4-b]indole), N1[C@H](C(=O)O)CCC1 (L-proline), [O-]P(=O)([O-])[O-].[K+].[K+].[K+] (K3PO4). The solvent is CN(C)C=O (DMF). Product: ClC=1C=C2C3=C(N(C2=CC1)C=C(C)C1=CC=C(C=C1)Cl)CN(CC3)C (6-chloro-9-(2-(4-chlorophenyl)prop-1-enyl)-2-methyl-2,3,4,9-tetrahydro-1H-pyrido[3,4-b]indole). Reagents/catalysts: [Cu]I (CuI). Reported procedure: Prepared from 3-(1-chloronaphthalen-2-yl)propan-1-amine and pyridine-2-carbaldehyde in 67% yield as a yellow oil. The yield is 67.0%. Starting materials: ClC1=C(C=CC2=CC=CC=C12)CCCN (3-(1-chloronaphthalen-2-yl)propan-1-amine), N1=C(C=CC=C1)C=O (pyridine-2-carbaldehyde). The product is ClC1=C(C=CC2=CC=CC=C12)CCCNCC1=NC=CC=C1 (3-(1-chloronaphthalen-2-yl)-N-(pyridin-2-ylmethyl)propan-1-amine). RXN SMILES: [Cl:1][C:2]1[C:11]2[C:6](=[CH:7][CH:8]=[CH:9][CH:10]=2)[CH:5]=[CH:4][C:3]=1[CH2:12][CH2:13][CH2:14][NH2:15].[N:16]1[CH:21]=[CH:20][CH:19]=[CH:18][C:17]=1[CH:22]=O>>[Cl:1][C:2]1[C:11]2[C:6](=[CH:7][CH:8]=[CH:9][CH:10]=2)[CH:5]=[CH:4][C:3]=1[CH2:12][CH2:13][CH2:14][NH:15][CH2:22][C:17]1[CH:18]=[CH:19][CH:20]=[CH:21][N:16]=1. Starting materials: Cc1cc(N)n[nH]1, CCN(C(C)C)C(C)C, Fc1ccc(C(F)(F)c2nc(Cl)c3ccccc3n2)cc1, [I-], [K+], CN(C)C=O. Product: Cc1cc(Nc2nc(C(F)(F)c3ccc(F)cc3)nc3ccccc23)n[nH]1. RXN SMILES: [CH3:33][c:34]1[cH:35][c:36]([NH2:39])[n:37][nH:38]1.[CH:24]([N:25]([CH2:26][CH3:27])[CH:28]([CH3:29])[CH3:30])([CH3:31])[CH3:32].[Cl:1][c:2]1[n:3][c:4]([C:12]([c:13]2[cH:14][cH:15][c:16]([F:19])[cH:17][cH:18]2)([F:20])[F:21])[n:5][c:6]2[cH:7][cH:8][cH:9][cH:10][c:11]12.[I-:23].[K+:22].[O:40]=[CH:41][N:42]([CH3:43])[CH3:44]>>[c:2]1([NH:39][c:36]2[cH:35][c:34]([CH3:33])[nH:38][n:37]2)[n:3][c:4]([C:12]([c:13]2[cH:14][cH:15][c:16]([F:19])[cH:17][cH:18]2)([F:20])[F:21])[n:5][c:6]2[cH:7][cH:8][cH:9][cH:10][c:11]12.